From a dataset of the Open Reaction Database (ORD), a public repository of structured organic reaction records. describe an organic reaction: reactants, conditions, products, and yield The reactants are ClCCl, Cl, COC(=O)C(O)c1ccccc1, CS(=O)(=O)Cl. Yields the product COC(=O)C(OS(C)(=O)=O)c1ccccc1. As a reaction SMILES: [Cl:19][CH2:20][Cl:21].[ClH:18].[OH:1][CH:2]([C:3](=[O:4])[O:5][CH3:6])[c:7]1[cH:8][cH:9][cH:10][cH:11][cH:12]1.[S:13](=[O:14])(=[O:15])([CH3:16])[Cl:17]>>[O:1]([CH:2]([C:3](=[O:4])[O:5][CH3:6])[c:7]1[cH:8][cH:9][cH:10][cH:11][cH:12]1)[S:13](=[O:14])(=[O:15])[CH3:16]. Starting materials: ClC=1C=CC2=C(N(C(C3=C(N=CC=C23)C)=O)C)C1 (8-chloro-4,6-dimethylbenzo[c][2,7]naphthyridin-5(6H)-one), FC(=CC[C@@H](CO)NC(OC(C)(C)C)=O)F ((S)-tert-butyl (5,5-difluoro-1-hydroxypent-4-en-2-yl)carbamate), C(C)(C)(C)P(C1=C(C=CC=C1)C1=C(C=C(C=C1C(C)C)C(C)C)C(C)C)C(C)(C)C (2-di-t-butylphosphino-2′,4′,6′-triisopropylbiphenyl), C(=O)([O-])[O-].[Cs+].[Cs+] (Cs2CO3). The reagents and catalysts are CC(=O)[O-].CC(=O)[O-].[Pd+2] (Pd(OAc)2). Solvent: C1(=CC=CC=C1)C (toluene). Conditions: temperature 90 celsius. The product is CC=1N=CC=C2C3=C(N(C(C12)=O)C)C=C(C=C3)OC[C@H](CC=C(F)F)NC(OC(C)(C)C)=O ((S)-tert-butyl (1-((4,6-dimethyl-5-oxo-5,6-dihydrobenzo[c][2,7]naphthyridin-8-yl)oxy)-5,5-difluoropent-4-en-2-yl)carbamate). The yield is 46.3%. As a reaction SMILES: Cl[C:2]1[CH:3]=[CH:4][C:5]2[C:14]3[C:9](=[C:10]([CH3:15])[N:11]=[CH:12][CH:13]=3)[C:8](=[O:16])[N:7]([CH3:17])[C:6]=2[CH:18]=1.[F:19][C:20]([F:34])=[CH:21][CH2:22][C@H:23]([NH:26][C:27](=[O:33])[O:28][C:29]([CH3:32])([CH3:31])[CH3:30])[CH2:24][OH:25].C(P(C(C)(C)C)C1C=CC=CC=1C1C(C(C)C)=CC(C(C)C)=CC=1C(C)C)(C)(C)C.C([O-])([O-])=O.[Cs+].[Cs+]>CC([O-])=O.CC([O-])=O.[Pd+2].C1(C)C=CC=CC=1>[CH3:15][C:10]1[N:11]=[CH:12][CH:13]=[C:14]2[C:9]=1[C:8](=[O:16])[N:7]([CH3:17])[C:6]1[CH:18]=[C:2]([O:25][CH2:24][C@@H:23]([NH:26][C:27](=[O:33])[O:28][C:29]([CH3:31])([CH3:30])[CH3:32])[CH2:22][CH:21]=[C:20]([F:34])[F:19])[CH:3]=[CH:4][C:5]2=1 |f:3.4.5,6.7.8|. Procedure: A suspension of 8-chloro-4,6-dimethylbenzo[c][2,7]naphthyridin-5(6H)-one (1.26 g, 4.88 mmol), prepared as in Example 16, Part G, (S)-tert-butyl (5,5-difluoro-1-hydroxypent-4-en-2-yl)carbamate (1.39 g, 5.86 mmol), 2-di-t-butylphosphino-2′,4′,6′-triisopropylbiphenyl (0.42 g, 0.98 mmol), Pd(OAc)2 (0.11 g, 0.49 mmol), Cs2CO3 (3.18 g, 9.76 mmol), and anhydrous toluene (15 mL) was purged with nitrogen for 10 minutes and heated to 90° C. overnight (15 h). After cooling, the reaction mixture was filtere...